From a dataset of the Open Reaction Database (ORD), a public repository of structured organic reaction records. describe an organic reaction: reactants, conditions, products, and yield The reactants are CCOC(=O)c1nc2c(C#N)c(C)c(-c3ccccc3)c(F)c2o1, CNCC(=O)OC(C)(C)C, C[Al](C)C, ClCCl, Cl, Cl. Product: Cc1c(-c2ccccc2)c(F)c2oc(C(=O)CNCC(=O)OC(C)(C)C)nc2c1C#N. Reaction SMILES: [C:16](#[N:17])[c:18]1[c:19]([CH3:39])[c:20](-[c:33]2[cH:34][cH:35][cH:36][cH:37][cH:38]2)[c:21]([F:32])[c:22]2[c:23]1[n:24][c:25]([C:27](=[O:28])[O:29][CH2:30][CH3:31])[o:26]2.[C:6]([CH3:7])([CH3:8])([CH3:9])[O:10][C:11]([CH2:12][NH:13][CH3:14])=[O:15].[CH3:1][Al:2]([CH3:3])[CH3:4].[Cl:41][CH2:42][Cl:43].[ClH:40].[ClH:5]>>[C:6]([CH3:7])([CH3:8])([CH3:9])[O:10][C:11]([CH2:12][NH:13][CH2:14][C:27]([c:25]1[n:24][c:23]2[c:18]([C:16]#[N:17])[c:19]([CH3:39])[c:20](-[c:33]3[cH:34][cH:35][cH:36][cH:37][cH:38]3)[c:21]([F:32])[c:22]2[o:26]1)=[O:28])=[O:15]. Starting materials: C(CC)[C@@H]1CC[C@H](CC1)C1CC2(C1)CC(C2)(C2=CC(=C(C(=C2)F)F)F)O (2-(trans-4-Propylcyclohexyl)-6-hydroxy-6-(3,4,5-trifluorophenyl)spiro[3.3]heptane), C1(=CC=CC=C1)C (toluene), C1(=CC=C(C=C1)S(=O)(=O)O)C (p-toluenesulfonic acid). The solvent is O (water). The product is C(CC)[C@@H]1CC[C@H](CC1)C1CC2(C1)C=C(C2)C2=CC(=C(C(=C2)F)F)F (2-(trans-4-Propylcyclohexyl)-6-(3,4,5-trifluorophenyl)spiro[3.3]hept-5-ene). Reaction SMILES: [CH2:1]([C@H:4]1[CH2:9][CH2:8][C@H:7]([CH:10]2[CH2:13][C:12]3([CH2:16][C:15](O)([C:17]4[CH:22]=[C:21]([F:23])[C:20]([F:24])=[C:19]([F:25])[CH:18]=4)[CH2:14]3)[CH2:11]2)[CH2:6][CH2:5]1)[CH2:2][CH3:3].C1(C)C=CC=CC=1.C1(C)C=CC(S(O)(=O)=O)=CC=1>O>[CH2:1]([C@H:4]1[CH2:5][CH2:6][C@H:7]([CH:10]2[CH2:11][C:12]3([CH2:16][C:15]([C:17]4[CH:18]=[C:19]([F:25])[C:20]([F:24])=[C:21]([F:23])[CH:22]=4)=[CH:14]3)[CH2:13]2)[CH2:8][CH2:9]1)[CH2:2][CH3:3]. Procedure: A mixture of 12 mmol of 4F, 100 ml of toluene and 0.5 g of p-toluenesulfonic acid is heated on a water separator for 10 hours. After conventional work-up the product is obtained, which is processed further without purification.